From a dataset of the Open Reaction Database (ORD), a public repository of structured organic reaction records. describe an organic reaction: reactants, conditions, products, and yield The product is COC(=O)C1(CCCC1)CCCCN=[N+]=[N-] (1-[4-azidobutyl]cyclopentanecarboxylic acid methyl ester). The reactants are COC(=O)C1(CCCC1)CCCCBr (1-[4-bromobutyl]cyclopentanecarboxylic acid methyl ester), [N-]=[N+]=[N-].[Na+] (sodium azide). As a reaction SMILES: [CH3:1][O:2][C:3]([C:5]1([CH2:10][CH2:11][CH2:12][CH2:13]Br)[CH2:9][CH2:8][CH2:7][CH2:6]1)=[O:4].[N-:15]=[N+:16]=[N-:17].[Na+]>>[CH3:1][O:2][C:3]([C:5]1([CH2:10][CH2:11][CH2:12][CH2:13][N:15]=[N+:16]=[N-:17])[CH2:9][CH2:8][CH2:7][CH2:6]1)=[O:4] |f:1.2|. Reported procedure: The title compound was prepared using a similar procedure as described in Example 1, Step 2, starting from 1-[4-bromobutyl]cyclopentanecarboxylic acid methyl ester and sodium azide. Reactants: CC(C)(C)[O-], Cc1ccccc1, CC(C)OC(=O)N1CCC(O)CC1, CS(=O)(=O)c1ccc(-n2ncc3c(Cl)ncnc32)c(F)c1, NC(=O)[O-], [Na+]. Product: CC(C)OC(=O)N1CCC(Oc2ncnc3c2cnn3-c2ccc(S(C)(=O)=O)cc2F)CC1. As a reaction SMILES: [CH3:39][C:40]([CH3:41])([O-:42])[CH3:43].[CH3:45][c:46]1[cH:47][cH:48][cH:49][cH:50][cH:51]1.[CH:26]([CH3:27])([CH3:28])[O:29][C:30](=[O:31])[N:32]1[CH2:33][CH2:34][CH:35]([OH:38])[CH2:36][CH2:37]1.[Cl:1][c:2]1[c:3]2[c:4]([n:5][cH:6][n:7]1)[n:8](-[c:11]1[c:12]([F:21])[cH:13][c:14]([S:17](=[O:18])(=[O:19])[CH3:20])[cH:15][cH:16]1)[n:9][cH:10]2.[NH2:22][C:23](=[O:24])[O-:25].[Na+:44]>>[c:2]1([O:38][CH:35]2[CH2:34][CH2:33][N:32]([C:30]([O:29][CH:26]([CH3:27])[CH3:28])=[O:31])[CH2:37][CH2:36]2)[c:3]2[c:4]([n:5][cH:6][n:7]1)[n:8](-[c:11]1[c:12]([F:21])[cH:13][c:14]([S:17](=[O:18])(=[O:19])[CH3:20])[cH:15][cH:16]1)[n:9][cH:10]2. Reactants: [Al+3], C1CCOC1, CCOC(C)=O, CC(C)CC1C(=O)NCCN1Cc1ccccc1, [H-], [H-], [H-], [H-], [Li+]. The product is CC(C)CC1CNCCN1Cc1ccccc1. As a reaction SMILES: [Al+3:2].[CH2:31]1[O:32][CH2:33][CH2:34][CH2:35]1.[CH3:25][CH2:26][O:27][C:28](=[O:29])[CH3:30].[CH3:7][CH:8]([CH2:9][CH:10]1[C:11](=[O:23])[NH:12][CH2:13][CH2:14][N:15]1[CH2:16][c:17]1[cH:18][cH:19][cH:20][cH:21][cH:22]1)[CH3:24].[H-:1].[H-:4].[H-:5].[H-:6].[Li+:3]>>[CH3:7][CH:8]([CH2:9][CH:10]1[CH2:11][NH:12][CH2:13][CH2:14][N:15]1[CH2:16][c:17]1[cH:18][cH:19][cH:20][cH:21][cH:22]1)[CH3:24].